From a dataset of the Open Reaction Database (ORD), a public repository of structured organic reaction records. describe an organic reaction: reactants, conditions, products, and yield Reactants: CC(C)(C)[Si](C)(C)OCCOc1ccc(Br)cc1, C1CCOC1, CCOC(C)=O, [Li]CCCC, COC(=O)C1=C(OS(=O)(=O)C(F)(F)F)CCN(C(=O)OC(C)(C)C)C1, [Cl-], [NH4+], c1ccc(P(c2ccccc2)(c2ccccc2)[Pd](P(c2ccccc2)(c2ccccc2)c2ccccc2)(P(c2ccccc2)(c2ccccc2)c2ccccc2)P(c2ccccc2)(c2ccccc2)c2ccccc2)cc1. The product is COC(=O)C1=C(c2ccc(OCCO[Si](C)(C)C(C)(C)C)cc2)CCN(C(=O)OC(C)(C)C)C1. RXN SMILES: [C:1]([CH3:2])([CH3:3])([CH3:4])[Si:5]([O:6][CH2:7][CH2:8][O:9][c:10]1[cH:11][cH:12][c:13]([Br:16])[cH:14][cH:15]1)([CH3:17])[CH3:18].[CH2:51]1[O:52][CH2:53][CH2:54][CH2:55]1.[CH3:133][CH2:134][O:135][C:136]([CH3:137])=[O:138].[CH3:19][CH2:20][CH2:21][CH2:22][Li:23].[CH3:24][O:25][C:26](=[O:27])[C:28]1=[C:33]([O:34][S:35]([C:36]([F:37])([F:38])[F:39])(=[O:40])=[O:41])[CH2:32][CH2:31][N:30]([C:42](=[O:43])[O:44][C:45]([CH3:46])([CH3:47])[CH3:48])[CH2:29]1.[Cl-:49].[NH4+:50].[cH:56]1[cH:57][cH:58][c:59]([P:60]([Pd:61]([P:62]([c:63]2[cH:64][cH:65][cH:66][cH:67][cH:68]2)([c:69]2[cH:70][cH:71][cH:72][cH:73][cH:74]2)[c:75]2[cH:76][cH:77][cH:78][cH:79][cH:80]2)([P:81]([c:82]2[cH:83][cH:84][cH:85][cH:86][cH:87]2)([c:88]2[cH:89][cH:90][cH:91][cH:92][cH:93]2)[c:94]2[cH:95][cH:96][cH:97][cH:98][cH:99]2)[P:100]([c:101]2[cH:102][cH:103][cH:104][cH:105][cH:106]2)([c:107]2[cH:108][cH:109][cH:110][cH:111][cH:112]2)[c:113]2[cH:114][cH:115][cH:116][cH:117][cH:118]2)([c:119]2[cH:120][cH:121][cH:122][cH:123][cH:124]2)[c:125]2[cH:126][cH:127][cH:128][cH:129][cH:130]2)[cH:131][cH:132]1>>[C:1]([CH3:2])([CH3:3])([CH3:4])[Si:5]([O:6][CH2:7][CH2:8][O:9][c:10]1[cH:11][cH:12][c:13]([C:33]2=[C:28]([C:26]([O:25][CH3:24])=[O:27])[CH2:29][N:30]([C:42](=[O:43])[O:44][C:45]([CH3:46])([CH3:47])[CH3:48])[CH2:31][CH2:32]2)[cH:14][cH:15]1)([CH3:17])[CH3:18]. Product: O=Cc1cc(Oc2cccc(NC(=O)OCc3ccccc3)c2)ccc1[N+](=O)[O-]. The reactants are COC(OC)c1cc(Oc2cccc(NC(=O)OCc3ccccc3)c2)ccc1[N+](=O)[O-], C1CCOC1, Cl, O. Reaction SMILES: [CH2:2]([c:3]1[cH:4][cH:5][cH:6][cH:7][cH:8]1)[O:9][C:10]([NH:11][c:12]1[cH:13][c:14]([O:18][c:19]2[cH:20][c:21]([CH:28]([O:29][CH3:32])[O:30][CH3:31])[c:22]([N+:25](=[O:26])[O-:27])[cH:23][cH:24]2)[cH:15][cH:16][cH:17]1)=[O:33].[CH2:34]1[O:35][CH2:36][CH2:37][CH2:38]1.[ClH:1].[OH2:39]>>[CH2:2]([c:3]1[cH:4][cH:5][cH:6][cH:7][cH:8]1)[O:9][C:10]([NH:11][c:12]1[cH:13][c:14]([O:18][c:19]2[cH:20][c:21]([CH:28]=[O:29])[c:22]([N+:25](=[O:26])[O-:27])[cH:23][cH:24]2)[cH:15][cH:16][cH:17]1)=[O:33]. Reactants: CC(=O)OC1CCCO1, ClCCCl, CN([SiH](C)C)[Si](C)(C)C, C[Si](C)(C)Cl, COC1CCCO1, Cl[Sn](Cl)(Cl)Cl, O=c1[nH]cc(F)c(=O)[nH]1. Yields the product O=c1[nH]c(=O)n(C2CCCO2)cc1F. RXN SMILES: [C:29]([O:30][CH:33]1[O:34][CH2:35][CH2:36][CH2:37]1)(=[O:31])[CH3:32].[CH2:45]([Cl:46])[CH2:47][Cl:48].[CH3:10][SiH:11]([CH3:12])[N:13]([CH3:14])[Si:15]([CH3:16])([CH3:17])[CH3:18].[CH3:19][Si:20]([CH3:21])([CH3:22])[Cl:23].[CH3:38][O:39][CH:40]1[CH2:41][CH2:42][CH2:43][O:44]1.[Cl:24][Sn:25]([Cl:26])([Cl:27])[Cl:28].[F:1][c:2]1[c:3](=[O:9])[nH:4][c:5](=[O:8])[nH:6][cH:7]1>>[F:1][c:2]1[c:3](=[O:9])[nH:4][c:5](=[O:8])[n:6]([CH:33]2[O:34][CH2:35][CH2:36][CH2:37]2)[cH:7]1. Starting materials: CC(=O)OC(C)=O, O, Oc1cccc(Cl)c1, O=S(=O)(O)O. Product: CC(=O)Oc1cccc(Cl)c1. RXN SMILES: [CH3:14][C:15](=[O:16])[O:17][C:18](=[O:19])[CH3:20].[OH2:21].[OH:6][c:7]1[cH:8][cH:9][cH:10][c:11]([Cl:12])[cH:13]1.[S:1](=[O:2])(=[O:3])([OH:4])[OH:5]>>[O:6]([c:7]1[cH:8][cH:9][cH:10][c:11]([Cl:12])[cH:13]1)[C:15]([CH3:14])=[O:16]. The yield is 32.3%. Procedure details: 2-Hydroxymethyl-5-methyl-2,3,6,7-tetrahydrofuro[2,3-f]quinoline-7-one (500 mg) was suspended in anhydrous methylene chloride (20 ml). To the suspension, diethylaminosulfur trifluoride (DAST) (372 mg) was added while stirring and cooling at -78° C. Subsequently, the mixture was stirred at room temperature for 30 minutes. After completion of the reaction, methylene chloride was further added thereto, and washed with aqueous sodium bicarbonate solution, and aqueous NaCl solution in this order. Afte... Reactants: OCC1CC=2C(=C3C=CC(NC3=C(C2)C)=O)O1 (2-Hydroxymethyl-5-methyl-2,3,6,7-tetrahydrofuro[2,3-f]quinoline-7-one), C(C)N(CC)S(F)(F)F (diethylaminosulfur trifluoride). Yields the product FCC1CC=2C(=C3C=CC(NC3=C(C2)C)=O)O1 (2-Fluoromethyl-5-methyl-2,3,6,7-tetrahydrofuro-[2,3-f]quinoline-7-one). Conditions: temperature -78 celsius. The solvent is C(Cl)Cl (methylene chloride), C(Cl)Cl (methylene chloride). RXN SMILES: O[CH2:2][CH:3]1[O:17][C:6]2=[C:7]3[C:12](=[C:13]([CH3:15])[CH:14]=[C:5]2[CH2:4]1)[NH:11][C:10](=[O:16])[CH:9]=[CH:8]3.C(N(S(F)(F)[F:24])CC)C>C(Cl)Cl>[F:24][CH2:2][CH:3]1[O:17][C:6]2=[C:7]3[C:12](=[C:13]([CH3:15])[CH:14]=[C:5]2[CH2:4]1)[NH:11][C:10](=[O:16])[CH:9]=[CH:8]3.